From a dataset of the Open Reaction Database (ORD), a public repository of structured organic reaction records. describe an organic reaction: reactants, conditions, products, and yield The product is C1(=CC=CC=C1)C1CN2C(=NC3=C2C=CC=C3)S1 (2,3-Dihydro-2-phenylthiazolo[3,2-a]benzimidazole), hydrobromide salt. Run at temperature 100 celsius. RXN SMILES: Br[CH:2]([C:5]1[CH:10]=[CH:9][CH:8]=[CH:7][CH:6]=1)[CH2:3]Br.[SH:11][C:12]1[NH:13][C:14]2[CH:20]=[CH:19][CH:18]=[CH:17][C:15]=2[N:16]=1>CN(C)C=O>[C:5]1([CH:2]2[S:11][C:12]3=[N:16][C:15]4[CH:17]=[CH:18][CH:19]=[CH:20][C:14]=4[N:13]3[CH2:3]2)[CH:10]=[CH:9][CH:8]=[CH:7][CH:6]=1. Procedure: (1,2-Dibromoethyl)benzene (21 g) was treated with 2-mercaptobenzimidazole (17 g) in dimethylformamide (100 ml) and the mixture was heated at 100° C. for 36 hours. On cooling, the solid material was removed by filtration and recrystallised from methanol and ethyl acetate to give the title compound as the hydrobromide salt (13.68 g). mp 207°-210° C. The solvent is CN(C=O)C (dimethylformamide). The reactants are BrC(CBr)C1=CC=CC=C1 ((1,2-Dibromoethyl)benzene), SC=1NC2=C(N1)C=CC=C2 (2-mercaptobenzimidazole). Reactants: Brc1ccc2ccccc2c1, O=C([O-])O, COc1cc(-c2ccc3c(I)nn(S(=O)(=O)c4c(C)cc(C)cc4C)c3c2)ccc1OCc1ccccc1, C1CCOC1, [Li]CCCC, [Na+], c1ccc(P(c2ccccc2)(c2ccccc2)[Pd](P(c2ccccc2)(c2ccccc2)c2ccccc2)(P(c2ccccc2)(c2ccccc2)c2ccccc2)P(c2ccccc2)(c2ccccc2)c2ccccc2)cc1. The product is COc1cc(-c2ccc3c(-c4ccc5ccccc5c4)nn(S(=O)(=O)c4c(C)cc(C)cc4C)c3c2)ccc1OCc1ccccc1. As a reaction SMILES: [Br:1][c:2]1[cH:3][c:4]2[cH:5][cH:6][cH:7][cH:8][c:9]2[cH:10][cH:11]1.[C:55](=[O:56])([OH:57])[O-:58].[CH2:17]([c:18]1[cH:19][cH:20][cH:21][cH:22][cH:23]1)[O:24][c:25]1[c:26]([O:53][CH3:54])[cH:27][c:28](-[c:31]2[cH:32][cH:33][c:34]3[c:35]([I:52])[n:36][n:37]([S:40](=[O:41])(=[O:42])[c:43]4[c:44]([CH3:51])[cH:45][c:46]([CH3:50])[cH:47][c:48]4[CH3:49])[c:38]3[cH:39]2)[cH:29][cH:30]1.[CH2:60]1[O:61][CH2:62][CH2:63][CH2:64]1.[CH3:12][CH2:13][CH2:14][CH2:15][Li:16].[Na+:59].[cH:65]1[cH:66][cH:67][c:68]([P:69]([Pd:70]([P:71]([c:72]2[cH:73][cH:74][cH:75][cH:76][cH:77]2)([c:78]2[cH:79][cH:80][cH:81][cH:82][cH:83]2)[c:84]2[cH:85][cH:86][cH:87][cH:88][cH:89]2)([P:90]([c:91]2[cH:92][cH:93][cH:94][cH:95][cH:96]2)([c:97]2[cH:98][cH:99][cH:100][cH:101][cH:102]2)[c:103]2[cH:104][cH:105][cH:106][cH:107][cH:108]2)[P:109]([c:110]2[cH:111][cH:112][cH:113][cH:114][cH:115]2)([c:116]2[cH:117][cH:118][cH:119][cH:120][cH:121]2)[c:122]2[cH:123][cH:124][cH:125][cH:126][cH:127]2)([c:128]2[cH:129][cH:130][cH:131][cH:132][cH:133]2)[c:134]2[cH:135][cH:136][cH:137][cH:138][cH:139]2)[cH:140][cH:141]1>>[c:2]1(-[c:35]2[c:34]3[cH:33][cH:32][c:31](-[c:28]4[cH:27][c:26]([O:53][CH3:54])[c:25]([O:24][CH2:17][c:18]5[cH:19][cH:20][cH:21][cH:22][cH:23]5)[cH:30][cH:29]4)[cH:39][c:38]3[n:37]([S:40](=[O:41])(=[O:42])[c:43]3[c:44]([CH3:51])[cH:45][c:46]([CH3:50])[cH:47][c:48]3[CH3:49])[n:36]2)[cH:3][c:4]2[cH:5][cH:6][cH:7][cH:8][c:9]2[cH:10][cH:11]1. Reactants: C(C)(C)[N-]C(C)C.[Li+] (Lithium diisopropyl amide), CI (methyl iodide), COC(CC=1N=C(OC1C)C=1C=NC(=CC1)SC1=CC=CC=C1)=O ([5-Methyl-2-(6-phenylsulfanyl-pyridin-3-yl)-oxazol-4-yl]-acetic acid methyl ester), CN(P(=O)(N(C)C)N(C)C)C (Hexamethylphosphor-amide). The solvent is O1CCCC1 (tetrahydrofuran), O1CCCC1 (tetrahydrofuran). Product: COC(C(C)C=1N=C(OC1C)C=1C=NC(=CC1)SC1=CC=CC=C1)=O (2-[5-Methyl-2-(6-phenylsulfanyl-pyridin-3-yl)-oxazol-4-yl]-propionic acid methyl ester). Yield: 34.0%. Reaction SMILES: [CH3:1][O:2][C:3](=[O:24])[CH2:4][C:5]1[N:6]=[C:7]([C:11]2[CH:12]=[N:13][C:14]([S:17][C:18]3[CH:23]=[CH:22][CH:21]=[CH:20][CH:19]=3)=[CH:15][CH:16]=2)[O:8][C:9]=1[CH3:10].[CH:25]([N-]C(C)C)(C)C.[Li+].CN(C)P(N(C)C)(N(C)C)=O.CI>O1CCCC1>[CH3:1][O:2][C:3](=[O:24])[CH:4]([C:5]1[N:6]=[C:7]([C:11]2[CH:12]=[N:13][C:14]([S:17][C:18]3[CH:19]=[CH:20][CH:21]=[CH:22][CH:23]=3)=[CH:15][CH:16]=2)[O:8][C:9]=1[CH3:10])[CH3:25] |f:1.2|. Procedure details: [5-Methyl-2-(6-phenylsulfanyl-pyridin-3-yl)-oxazol-4-yl]-acetic acid methyl ester (4.51 g, 13.25 mmol) is dissolved in anhydrous tetrahydrofuran (200 mL) and allowed to stir under nitrogen. Lithium diisopropyl amide solution in tetrahydrofuran (6.63 mL of 2M soln., 13.25 mmol) is slowly added to the solution at room temperature. This is allowed to stir under nitrogen for 6 hours at room temperature. Hexamethylphosphor-amide (9.2 mL, 53 mmol) is added to the reaction followed by methyl iodide (1.... Reactants: FC(S(=O)(=O)OC[C@H]1OC2(OC1)CCCCC2)(F)F ([2S]-1,4-dioxa-spiro[4,5]dec-2-yl-methyl trifluoromethanesulphonate), C(C)(=O)OC1=C(C(=O)O)C=CC=C1 (2-acetoxy-benzoic acid), C([O-])([O-])=O.[Cs+].[Cs+] (caesium carbonate). Solvent: CN(C=O)C (N,N-dimethylformamide), C(C)O (ethanol), O (water). Reaction conditions: time 30 minute. Product: C(C)(=O)OC1=C(C(=O)OC[C@H]2OC3(OC2)CCCCC3)C=CC=C1 ([2S]-1,4-Dioxa-spiro-[4,5]dec-2-yl-methyl 2-acetoxybenzoate). Reaction SMILES: [C:1]([O:4][C:5]1[CH:13]=[CH:12][CH:11]=[CH:10][C:6]=1[C:7]([OH:9])=[O:8])(=[O:3])[CH3:2].C(=O)([O-])[O-].[Cs+].[Cs+].FC(F)(F)S(O[CH2:26][C@@H:27]1[CH2:31][O:30][C:29]2([CH2:36][CH2:35][CH2:34][CH2:33][CH2:32]2)[O:28]1)(=O)=O>C(O)C.O.CN(C)C=O>[C:1]([O:4][C:5]1[CH:13]=[CH:12][CH:11]=[CH:10][C:6]=1[C:7]([O:9][CH2:26][C@@H:27]1[CH2:31][O:30][C:29]2([CH2:32][CH2:33][CH2:34][CH2:35][CH2:36]2)[O:28]1)=[O:8])(=[O:3])[CH3:2] |f:1.2.3|. Procedure: The solution from 2-acetoxy-benzoic acid (0.6 g, 3.33 mmol) in ethanol (3.5 ml) is treated with a solution of caesium carbonate (0.54 g, 1.67 mmol) in water (35 ml) and stirred. After 30 min, the mixture is freeze-dried. The residue is added with stirring to a solution of [2S]-1,4-dioxa-spiro[4,5]dec-2-yl-methyl trifluoromethanesulphonate (1.15 g, 3.79 mmol) in N,N-dimethylformamide (10 ml). After 16 h at 20° C., the mixture is concentrated, the residue is taken up in dichloromethane (50 ml), an... Starting materials: O=C(Cl)c1ccc(Cl)cc1Cl, CC(=CCO)C[N+](=O)[O-], c1ccccc1. Product: CC(=CCOC(=O)c1ccc(Cl)cc1Cl)C[N+](=O)[O-]. RXN SMILES: [Cl:10][c:11]1[c:12]([C:13](=[O:14])[Cl:15])[cH:16][cH:17][c:18]([Cl:20])[cH:19]1.[N+:1](=[O:2])([O-:3])[CH2:4][C:5](=[CH:6][CH2:7][OH:8])[CH3:9].[cH:21]1[cH:22][cH:23][cH:24][cH:25][cH:26]1>>[N+:1](=[O:2])([O-:3])[CH2:4][C:5](=[CH:6][CH2:7][O:8][C:13]([c:12]1[c:11]([Cl:10])[cH:19][c:18]([Cl:20])[cH:17][cH:16]1)=[O:14])[CH3:9]. Yields the product Cl.Cl.Cl.N1=C(C=CC=C1)N1CCN(CC1)CCN1CCCC1 (1-(2-Pyridyl)-4(2-pyrrolidinoethyl)piperazine trihydrochloride). Reported procedure: A mixture of 12 grams; (0.074 moles) of 1-(2-pyridyl)piperazine, 10.2 grams (0.074 moles) of potassium carbonate, and N-(2-chloroethyl)pyrrolidine (10.0 grams; 0.074 moles) in 80 cc xylene is boiled for about 10 hours. After cooling, the mixture is filtered and the filtrate is evaporated under reduced pressure. The oily residue is dissolved in diethyl ether and the solution after cooling is treated with gaseous hydrochloride, thus obtaining the precipitation of the trihydrochloride salt, which i... Starting materials: N1=C(C=CC=C1)N1CCNCC1 (1-(2-pyridyl)piperazine), C([O-])([O-])=O.[K+].[K+] (potassium carbonate), ClCCN1CCCC1 (N-(2-chloroethyl)pyrrolidine). Solvent: C=1(C(=CC=CC1)C)C (xylene). RXN SMILES: [N:1]1[CH:6]=[CH:5][CH:4]=[CH:3][C:2]=1[N:7]1[CH2:12][CH2:11][NH:10][CH2:9][CH2:8]1.C(=O)([O-])[O-].[K+].[K+].[Cl:19][CH2:20][CH2:21][N:22]1[CH2:26][CH2:25][CH2:24][CH2:23]1>C1(C)C(C)=CC=CC=1>[ClH:19].[ClH:19].[ClH:19].[N:1]1[CH:6]=[CH:5][CH:4]=[CH:3][C:2]=1[N:7]1[CH2:8][CH2:9][N:10]([CH2:20][CH2:21][N:22]2[CH2:26][CH2:25][CH2:24][CH2:23]2)[CH2:11][CH2:12]1 |f:1.2.3,6.7.8.9|. Starting materials: ClC1=NC=C2N(C(CCN(C2=N1)C1CCCCC1)=O)C (10-chloro-2-cyclohexyl-6-methyl-2,6,9,11-tetrazabicyclo[5.4.0]undeca-7,9,11-trien-5-one), ClC1=NC=C2N(C(CCN(C2=N1)C1CCCCC1)=O)C (10-chloro-2-cyclohexyl-6-methyl-2,6,9,11-tetrazabicyclo[5.4.0]undeca-7,9,11-trien-5-one), NC1=CC(=C(C(=O)NC2CCN(CC2)C)C=C1F)F (4-amino-2,5-difluoro-N-(1-methyl-4-piperidyl)benzamide), NC1=CC(=C(C(=O)NC2CCN(CC2)C)C=C1F)F (4-amino-2,5-difluoro-N-(1-methyl-4-piperidyl)benzamide), C([O-])([O-])=O.[Cs+].[Cs+] (caesium carbonate), CC1(C2=C(C(=CC=C2)P(C3=CC=CC=C3)C4=CC=CC=C4)OC5=C(C=CC=C51)P(C6=CC=CC=C6)C7=CC=CC=C7)C (XANTPHOS). The reagents and catalysts are [Pd+2].C(C1=CC=CC=C1)=CC(=O)C=CC1=CC=CC=C1.C(C1=CC=CC=C1)=CC(=O)C=CC1=CC=CC=C1.C(C1=CC=CC=C1)=CC(=O)C=CC1=CC=CC=C1 (tris(dibenzylideneacetone) palladium (II)). The solvent is O1CCOCC1 (dioxane). Run at temperature 100 celsius. Yields the product C1(CCCCC1)N1C2=NC(=NC=C2N(C(CC1)=O)C)NC1=CC(=C(C(=O)NC2CCN(CC2)C)C=C1F)F (4-[(2-cyclohexyl-6-methyl-5-oxo-2,6,9,11-tetrazabicyclo[5.4.0]undeca-7,9,11-trien-10-yl)amino]-2,5-difluoro-N-(1-methyl-4-piperidyl)benzamide). Isolated yield 80.7%. Reaction SMILES: Cl[C:2]1[N:12]=[C:11]2[C:5]([N:6]([CH3:20])[C:7](=[O:19])[CH2:8][CH2:9][N:10]2[CH:13]2[CH2:18][CH2:17][CH2:16][CH2:15][CH2:14]2)=[CH:4][N:3]=1.[NH2:21][C:22]1[C:37]([F:38])=[CH:36][C:25]([C:26]([NH:28][CH:29]2[CH2:34][CH2:33][N:32]([CH3:35])[CH2:31][CH2:30]2)=[O:27])=[C:24]([F:39])[CH:23]=1.C(=O)([O-])[O-].[Cs+].[Cs+].CC1(C)C2C(=C(P(C3C=CC=CC=3)C3C=CC=CC=3)C=CC=2)OC2C(P(C3C=CC=CC=3)C3C=CC=CC=3)=CC=CC1=2>[Pd+2].C(=CC(C=CC1C=CC=CC=1)=O)C1C=CC=CC=1.C(=CC(C=CC1C=CC=CC=1)=O)C1C=CC=CC=1.C(=CC(C=CC1C=CC=CC=1)=O)C1C=CC=CC=1.O1CCOCC1>[CH:13]1([N:10]2[CH2:9][CH2:8][C:7](=[O:19])[N:6]([CH3:20])[C:5]3[C:11]2=[N:12][C:2]([NH:21][C:22]2[C:37]([F:38])=[CH:36][C:25]([C:26]([NH:28][CH:29]4[CH2:34][CH2:33][N:32]([CH3:35])[CH2:31][CH2:30]4)=[O:27])=[C:24]([F:39])[CH:23]=2)=[N:3][CH:4]=3)[CH2:18][CH2:17][CH2:16][CH2:15][CH2:14]1 |f:2.3.4,6.7.8.9|. Reported procedure: 10-chloro-2-cyclohexyl-6-methyl-2,6,9,11-tetrazabicyclo[5.4.0]undeca-7,9,11-trien-5-one (Intermediate 266; 33 mg, 0.113 mmol), 4-amino-2,5-difluoro-N-(1-methyl-4-piperidyl)benzamide (Intermediate 59; 29 mg, 0.108 mmol) and caesium carbonate were added to dioxane (3 mL) and the suspension bubbled with nitrogen for 10 minutes. tris(dibenzylideneacetone) palladium (II) (4 mg, 0.006 mmol) and XANTPHOS (6 mg, 0.1 mmol) were added and the mixture heated at 100° C. for 16 hours. The reaction mixture wa... Reactants: NCCC1=CC=C(C=C1)C[C@@H](C(=O)OCC)OCC (Ethyl (2S)-3-[4-(2-aminoethyl)phenyl]-2-ethoxypropanoate), C(CCCCCC)(=O)O (heptanoic acid), C(CCl)Cl (EDC). Reagents/catalysts: CN(C)C=1C=CN=CC1 (DMAP). The solvent is C(Cl)Cl (DCM). Reaction conditions: time 8 hour. The product is C(C)O[C@H](C(=O)OCC)CC1=CC=C(C=C1)CCNC(CCCCCC)=O (Ethyl (2S)-2-ethoxy-3-{4-[2-(heptanoylamino)ethyl]phenyl}propanoate). Yield: 36.5%. RXN SMILES: [NH2:1][CH2:2][CH2:3][C:4]1[CH:9]=[CH:8][C:7]([CH2:10][C@H:11]([O:17][CH2:18][CH3:19])[C:12]([O:14][CH2:15][CH3:16])=[O:13])=[CH:6][CH:5]=1.[C:20](O)(=[O:27])[CH2:21][CH2:22][CH2:23][CH2:24][CH2:25][CH3:26].C(Cl)CCl>C(Cl)Cl.CN(C1C=CN=CC=1)C>[CH2:18]([O:17][C@@H:11]([CH2:10][C:7]1[CH:8]=[CH:9][C:4]([CH2:3][CH2:2][NH:1][C:20](=[O:27])[CH2:21][CH2:22][CH2:23][CH2:24][CH2:25][CH3:26])=[CH:5][CH:6]=1)[C:12]([O:14][CH2:15][CH3:16])=[O:13])[CH3:19]. Procedure details: Ethyl (2S)-3-[4-(2-aminoethyl)phenyl]-2-ethoxypropanoate (320 mg 1.206 mmol) and heptanoic acid (157 mg, 1.206 mmol) were mixed in DCM (10 ml). EDC (243 mg, 1.266 mmol) was added and then DMAP (147 mg, 1.206 mmol) was added. The mixture was stirred at room temperature overnight. It was then washed with 1% hydrochloric acid, water, 1% sodium hydrogencarbonate aqueous solution, water and brine and dried with magnesium sulfate. The solvent was evaporated in vacuum. Chromatography of the residue on ... The reactants are C(C(O)C)(=S)O (thiolactic acid), C(C)(C)O (isopropyl alcohol), OS(=O)(=O)O (H2SO4). Product: C(C)(C)OC(C(C)S)=O (Isopropyl-alpha-mercapto-propionate). Reaction SMILES: [C:1]([OH:6])(=S)[CH:2]([CH3:4])O.O[S:8](O)(=O)=O.[CH:12]([OH:15])([CH3:14])[CH3:13]>>[CH:12]([O:15][C:1](=[O:6])[CH:2]([SH:8])[CH3:4])([CH3:14])[CH3:13]. Reported procedure: To a suitable reaction vessel equipped with a thermometer, agitator and venting means are charged approximately 500 parts by weight of isopropyl alcohol and approximately 53 parts by weight of thiolactic acid (about 1/2 mole). To the so-charged mass is added about 1 part by weight of concentrated H2SO4. The contents of the so-charged vessel are heated with agitation under a nitrogen atmosphere to reflux temperature and maintained at that temperature for about 4 hours. The contents are cooled to ...